Dataset: the Open Reaction Database (ORD), a public repository of structured organic reaction records. Task: describe an organic reaction: reactants, conditions, products, and yield Product: C(C)(C)(C)OC(=O)N1C(OC[C@H]1C=CCCCBr)(C)C ((4R)-4-(5'-bromopentenyl)-2,2-dimethyloxazolidine-3-carboxylic acid tert.-butyl ester). Starting materials: N1=CC=CC=C1 (pyridine), C(C)(C)(C)OC(=O)N1C(OC[C@H]1C=CCCCO)(C)C ((4R)-2,2-dimethyl-4-(5'-hydroxypentenyl)-oxazolidine-3-carboxylic acid tert.-butyl ester), BrC(Br)(Br)Br (tetrabromomethane), C1(=CC=CC=C1)P(C1=CC=CC=C1)C1=CC=CC=C1 (triphenylphosphine). Reaction SMILES: N1C=CC=CC=1.[C:7]([O:11][C:12]([N:14]1[C@H:18]([CH:19]=[CH:20][CH2:21][CH2:22][CH2:23]O)[CH2:17][O:16][C:15]1([CH3:26])[CH3:25])=[O:13])([CH3:10])([CH3:9])[CH3:8].[Br:27]C(Br)(Br)Br.C1(P(C2C=CC=CC=2)C2C=CC=CC=2)C=CC=CC=1>ClCCl>[C:7]([O:11][C:12]([N:14]1[C@H:18]([CH:19]=[CH:20][CH2:21][CH2:22][CH2:23][Br:27])[CH2:17][O:16][C:15]1([CH3:26])[CH3:25])=[O:13])([CH3:10])([CH3:9])[CH3:8]. The solvent is ClCCl (dichloromethane). Procedure details: 7 ml of pyridine are added dropwise at 0° to a solution of 18.5 g of alcohol 3 according to c), 28.2 g of tetrabromomethane and 22.3 g of triphenylphosphine in 600 ml of dichloromethane. The mixture is stirred at 0°-2° for 12 hours, concentrated by evaporation, taken up in 150 ml of ethyl acetate, filtered, concentrated to 50 ml and chromatographed on 200 g of silica gel. Elution with hexane/ethyl acetate 10:1 yields 19.9 g of bromide 4, [α]D =-18.9° (c=1, CHCl3); C15H26NO3Br; calculated: C 51.7... Isolated yield 88.1%. Run at time 12 hour. Starting materials: O=C(Cl)c1ccccc1, C[Si](C)(C)Cl, N, O, Nc1ncnc2c1ncn2C1OC2(CO)COC1C2O, c1ccncc1. The product is O=C(Nc1ncnc2c1ncn2C1OC2(CO)COC1C2O)c1ccccc1. RXN SMILES: [C:26]([c:27]1[cH:28][cH:29][cH:30][cH:31][cH:32]1)(=[O:33])[Cl:34].[CH3:21][Si:22]([Cl:23])([CH3:24])[CH3:25].[NH3:35].[OH2:42].[OH:1][CH:2]1[C:3]2([CH2:19][OH:20])[O:4][CH:5]([n:9]3[c:10]4[n:11][cH:12][n:13][c:14]([NH2:18])[c:15]4[n:16][cH:17]3)[CH:6]1[O:7][CH2:8]2.[cH:36]1[cH:37][cH:38][n:39][cH:40][cH:41]1>>[OH:1][CH:2]1[C:3]2([CH2:19][OH:20])[O:4][CH:5]([n:9]3[c:10]4[n:11][cH:12][n:13][c:14]([NH:18][C:26]([c:27]5[cH:28][cH:29][cH:30][cH:31][cH:32]5)=[O:33])[c:15]4[n:16][cH:17]3)[CH:6]1[O:7][CH2:8]2. Starting materials: C(C)(C)(C)OC(NC1CCC(CC1)NC1=NC=C2C(=N1)N(N=C2C2=NC(=CC=C2)Br)C(C2=CC=CC=C2)(C2=CC=CC=C2)C2=CC=CC=C2)=O ({-4-[3-(6-bromo-pyridin-2-yl)-1-trityl-1H-pyrazolo[3,4-d]pyrimidin-6-ylamino]-cyclohexyl}-carbamic acid tert-butyl ester), C(C)(C)(C)OC(NCC(C1=CC=CC=C1)N)=O ((2-amino-2-phenyl-ethyl)-carbamic acid tert-butyl ester), CN(C)C1=CC=CC=C1C2=CC=CC=C2P(C3CCCCC3)C4CCCCC4 (DavePhos), C(=O)([O-])[O-].[K+].[K+] (K2CO3). The reagents and catalysts are C=1C=CC(=CC1)/C=C/C(=O)/C=C/C2=CC=CC=C2.C=1C=CC(=CC1)/C=C/C(=O)/C=C/C2=CC=CC=C2.C=1C=CC(=CC1)/C=C/C(=O)/C=C/C2=CC=CC=C2.[Pd].[Pd] (Pd2(dba)3). Solvent: O1CCOCC1 (dioxane). Conditions: temperature 132 celsius, time 7 hour. The product is C(C)(C)(C)OC(NC1CCC(CC1)NC1=NC=C2C(=N1)N(N=C2C2=NC(=CC=C2)NC(CNC(=O)OC(C)(C)C)C2=CC=CC=C2)C(C2=CC=CC=C2)(C2=CC=CC=C2)C2=CC=CC=C2)=O ((4-{3-[6-(2-tert-Butoxycarbonylamino-1-phenyl-ethylamino)-pyridin-2-yl]-1-trityl-1H-pyrazolo[3,4-d]pyrimidin-6-ylamino}-cyclohexyl)-carbamic acid tert-butyl ester). Reaction SMILES: [C:1]([O:5][C:6](=[O:50])[NH:7][CH:8]1[CH2:13][CH2:12][CH:11]([NH:14][C:15]2[N:20]=[C:19]3[N:21]([C:31]([C:44]4[CH:49]=[CH:48][CH:47]=[CH:46][CH:45]=4)([C:38]4[CH:43]=[CH:42][CH:41]=[CH:40][CH:39]=4)[C:32]4[CH:37]=[CH:36][CH:35]=[CH:34][CH:33]=4)[N:22]=[C:23]([C:24]4[CH:29]=[CH:28][CH:27]=[C:26](Br)[N:25]=4)[C:18]3=[CH:17][N:16]=2)[CH2:10][CH2:9]1)([CH3:4])([CH3:3])[CH3:2].[C:51]([O:55][C:56](=[O:67])[NH:57][CH2:58][CH:59]([NH2:66])[C:60]1[CH:65]=[CH:64][CH:63]=[CH:62][CH:61]=1)([CH3:54])([CH3:53])[CH3:52].CN(C1C(C2C(P(C3CCCCC3)C3CCCCC3)=CC=CC=2)=CC=CC=1)C.C([O-])([O-])=O.[K+].[K+]>C1C=CC(/C=C/C(/C=C/C2C=CC=CC=2)=O)=CC=1.C1C=CC(/C=C/C(/C=C/C2C=CC=CC=2)=O)=CC=1.C1C=CC(/C=C/C(/C=C/C2C=CC=CC=2)=O)=CC=1.[Pd].[Pd].O1CCOCC1>[C:1]([O:5][C:6](=[O:50])[NH:7][CH:8]1[CH2:13][CH2:12][CH:11]([NH:14][C:15]2[N:20]=[C:19]3[N:21]([C:31]([C:44]4[CH:49]=[CH:48][CH:47]=[CH:46][CH:45]=4)([C:38]4[CH:43]=[CH:42][CH:41]=[CH:40][CH:39]=4)[C:32]4[CH:37]=[CH:36][CH:35]=[CH:34][CH:33]=4)[N:22]=[C:23]([C:24]4[CH:29]=[CH:28][CH:27]=[C:26]([NH:66][CH:59]([C:60]5[CH:65]=[CH:64][CH:63]=[CH:62][CH:61]=5)[CH2:58][NH:57][C:56]([O:55][C:51]([CH3:54])([CH3:52])[CH3:53])=[O:67])[N:25]=4)[C:18]3=[CH:17][N:16]=2)[CH2:10][CH2:9]1)([CH3:4])([CH3:3])[CH3:2] |f:3.4.5,6.7.8.9.10|. Reported procedure: A sealed tube was charged with {4-[3-(6-bromo-pyridin-2-yl)-1-trityl-1H-pyrazolo[3,4-d]pyrimidin-6-ylamino]-cyclohexyl}-carbamic acid tert-butyl ester (from Example 35 supra) (860 mg, 1.18 mmol), (2-amino-2-phenyl-ethyl)-carbamic acid tert-butyl ester (from Example 1 supra) (390 mg, 1.65 mmol), Pd2(dba)3 (68 mg, 0.12 mmol), DavePhos (93 mg, 0.24 mmol), K2CO3 (228 mg, 1.65 mmol) and dioxane (30 mL), this mixture was stirred at 132° C. under an atmosphere of N2 for 7 hours. After cooling to room t... The reactants are [Al+3], [Cl-], [Cl-], [Cl-], [Na+], [OH-], O, OC1CCNCC1, c1ccccc1. Yields the product c1ccc(C2CCNCC2)cc1. As a reaction SMILES: [Al+3:9].[Cl-:10].[Cl-:11].[Cl-:8].[Na+:19].[OH-:18].[OH2:20].[OH:1][CH:2]1[CH2:3][CH2:4][NH:5][CH2:6][CH2:7]1.[cH:12]1[cH:13][cH:14][cH:15][cH:16][cH:17]1>>[CH:2]1([c:12]2[cH:13][cH:14][cH:15][cH:16][cH:17]2)[CH2:3][CH2:4][NH:5][CH2:6][CH2:7]1. The reactants are C(C)OC(CC=1C=NN(C1)CC1=C(C=C(C=C1)NC(C(C)(C)C)=O)CSC(C)(C)C)=O ({1-[2-tert-Butylsulfanylmethyl-4-(2,2-dimethyl-propionylamino)-benzyl]-1H-pyrazol-4-yl}-acetic acid ethyl ester), [OH-].[Li+] (lithium hydroxide). Run in O (H2O), CO (MeOH). The product is C(C)(C)(C)SCC1=C(CN2N=CC(=C2)CC(=O)O)C=CC(=C1)NC(C(C)(C)C)=O ({1-[2-tert-Butylsulfanylmethyl-4-(2,2-dimethyl-propionylamino)-benzyl]-1H-pyrazol-4-yl}-acetic acid). As a reaction SMILES: C([O:3][C:4](=[O:31])[CH2:5][C:6]1[CH:7]=[N:8][N:9]([CH2:11][C:12]2[CH:17]=[CH:16][C:15]([NH:18][C:19](=[O:24])[C:20]([CH3:23])([CH3:22])[CH3:21])=[CH:14][C:13]=2[CH2:25][S:26][C:27]([CH3:30])([CH3:29])[CH3:28])[CH:10]=1)C.[OH-].[Li+]>CO.O>[C:27]([S:26][CH2:25][C:13]1[CH:14]=[C:15]([NH:18][C:19](=[O:24])[C:20]([CH3:23])([CH3:22])[CH3:21])[CH:16]=[CH:17][C:12]=1[CH2:11][N:9]1[CH:10]=[C:6]([CH2:5][C:4]([OH:31])=[O:3])[CH:7]=[N:8]1)([CH3:30])([CH3:29])[CH3:28] |f:1.2|. Procedure: {1-[2-tert-Butylsulfanylmethyl-4-(2,2-dimethyl-propionylamino)-benzyl]-1H-pyrazol-4-yl}-acetic acid ethyl ester (0.038 g, 0.09 mmol) in MeOH and H2O was hydrolyzed with lithium hydroxide to give the title compound. Starting materials: C1CCOC1, COc1ccc(S(N)(=O)=O)cc1, CCN=C=NCCCN(C)C, CN(C)c1ccncc1, O=C(O)c1cc(C(=O)O)c(C(=O)N(Cc2cccc(Oc3ccccc3)c2)C2CCCc3ccccc32)cc1C(=O)O. The product is COc1ccc(S(=O)(=O)NC(=O)c2cc(C(=O)O)c(C(=O)N(Cc3cccc(Oc4ccccc4)c3)C3CCCc4ccccc43)cc2C(=O)O)cc1. As a reaction SMILES: [CH2:75]1[O:76][CH2:77][CH2:78][CH2:79]1.[CH3:43][O:44][c:45]1[cH:46][cH:47][c:48]([S:51](=[O:52])(=[O:53])[NH2:54])[cH:49][cH:50]1.[CH3:55][CH2:56][N:57]=[C:58]=[N:59][CH2:60][CH2:61][CH2:62][N:63]([CH3:64])[CH3:65].[CH3:66][N:67]([c:68]1[cH:69][cH:70][n:71][cH:72][cH:73]1)[CH3:74].[O:1]([c:2]1[cH:3][cH:4][cH:5][cH:6][cH:7]1)[c:8]1[cH:9][c:10]([CH2:11][N:12]([C:13](=[O:14])[c:15]2[c:16]([C:27](=[O:28])[OH:29])[cH:17][c:18]([C:24](=[O:25])[OH:26])[c:19]([C:21](=[O:22])[OH:23])[cH:20]2)[CH:30]2[CH2:31][CH2:32][CH2:33][c:34]3[cH:35][cH:36][cH:37][cH:38][c:39]32)[cH:40][cH:41][cH:42]1>>[O:1]([c:2]1[cH:3][cH:4][cH:5][cH:6][cH:7]1)[c:8]1[cH:9][c:10]([CH2:11][N:12]([C:13](=[O:14])[c:15]2[c:16]([C:27](=[O:28])[OH:29])[cH:17][c:18]([C:24](=[O:25])[NH:54][S:51]([c:48]3[cH:47][cH:46][c:45]([O:44][CH3:43])[cH:50][cH:49]3)(=[O:52])=[O:53])[c:19]([C:21](=[O:22])[OH:23])[cH:20]2)[CH:30]2[CH2:31][CH2:32][CH2:33][c:34]3[cH:35][cH:36][cH:37][cH:38][c:39]32)[cH:40][cH:41][cH:42]1.